describe an organic reaction: reactants, conditions, products, and yield From a dataset of the Open Reaction Database (ORD), a public repository of structured organic reaction records. Reactants: ClC=1N=NC(=CC1)Cl (3,6-dichloropyridazine), CN1N=CC(=C1)B1OC(C)(C)C(C)(C)O1 (1-methylpyrazole-4-boronic acid pinacol ester), C(=O)([O-])[O-].[K+].[K+] (K2CO3). The reagents and catalysts are C=1C=CC(=CC1)[P](C=2C=CC=CC2)(C=3C=CC=CC3)[Pd]([P](C=4C=CC=CC4)(C=5C=CC=CC5)C=6C=CC=CC6)([P](C=7C=CC=CC7)(C=8C=CC=CC8)C=9C=CC=CC9)[P](C=1C=CC=CC1)(C=1C=CC=CC1)C=1C=CC=CC1 (Pd(PPh3)4). Procedure details: In a two-neck flask was placed 3,6-dichloropyridazine (1.49 g, 10 mmol), 1-methylpyrazole-4-boronic acid pinacol ester (1.04 g, 5 mmol), K2CO3 (1.38 g, 10 mmol), and Pd(PPh3)4 (289 mg, 0.25 mmol). The resulting mixture was degassed and refilled with N2 (3 times). 1,4-Dioxane/H2O (9 mL/2 mL) was added and the resulting mixture was heated at 100° C. for 5 h. The resulting mixture was poured into EtOAc/H2O (30 mL/30 mL). The organic layer was washed with brine (30 mL), dried (Na2SO4), and filtered.... Run at temperature 100 celsius. The product is ClC=1N=NC(=CC1)C=1C=NN(C1)C (3-chloro-6-(1-methyl-1H-pyrazol-4-yl)pyridazine). Reaction SMILES: [Cl:1][C:2]1[N:3]=[N:4][C:5](Cl)=[CH:6][CH:7]=1.[CH3:9][N:10]1[CH:14]=[C:13](B2OC(C)(C)C(C)(C)O2)[CH:12]=[N:11]1.C([O-])([O-])=O.[K+].[K+]>C1C=CC([P]([Pd]([P](C2C=CC=CC=2)(C2C=CC=CC=2)C2C=CC=CC=2)([P](C2C=CC=CC=2)(C2C=CC=CC=2)C2C=CC=CC=2)[P](C2C=CC=CC=2)(C2C=CC=CC=2)C2C=CC=CC=2)(C2C=CC=CC=2)C2C=CC=CC=2)=CC=1>[Cl:1][C:2]1[N:3]=[N:4][C:5]([C:13]2[CH:12]=[N:11][N:10]([CH3:9])[CH:14]=2)=[CH:6][CH:7]=1 |f:2.3.4,^1:33,35,54,73|. The reactants are CC(CP(OC)(OC)=O)C (2--methylpropylphosphonic acid, dimethyl ester), C(C)(CC)[Li] (sec-butyllithium), P(=O)(OCC)(OCC)Cl (diethyl chlorophosphate). Solvent: C1CCOC1 (THF), C1CCOC1 (THF). Run at time 30 minute. Yields the product COP(OC)(=O)C(C(C)C)P(OCC)(OCC)=O ([2-Methylpropylidene]bis[phosphonic acid] diethyl dimethyl ester). RXN SMILES: [CH3:1][CH:2]([CH3:10])[CH2:3][P:4](=[O:9])([O:7][CH3:8])[O:5][CH3:6].C([Li])(CC)C.[P:16](Cl)([O:21][CH2:22][CH3:23])([O:18][CH2:19][CH3:20])=[O:17]>C1COCC1>[CH3:6][O:5][P:4]([CH:3]([P:16](=[O:17])([O:21][CH2:22][CH3:23])[O:18][CH2:19][CH3:20])[CH:2]([CH3:10])[CH3:1])(=[O:9])[O:7][CH3:8]. Reported procedure: To a solution of 2--methylpropylphosphonic acid, dimethyl ester (2.20 g, 14.47 mmol) in anhydrous THF (200 ml) is added sec-butyllithium (20.04 ml, 26.05 mmol, 1.3M in cyclohexane) at 0° C. Following the addition, stirring is continued for an additional 30 minutes. This solution is then slowly added to a solution of diethyl chlorophosphate (2.50 9, 14.47 mmol) in anhydrous THF (100 ml) at room temperature. After stirring the reaction overnight, the mixture is quenched by the addition of a satura...